Dataset: the Open Reaction Database (ORD), a public repository of structured organic reaction records. Task: describe an organic reaction: reactants, conditions, products, and yield Reactants: ClCCCCCC(=O)C1=C(NC=2CCCC(C2C1C1=CC(=CC=C1)[N+](=O)[O-])=O)C (3-(6-chlorohexanoyl)-1,4,5,6,7,8,-hexahydro-2-methyl-4-(3-nitrophenyl) 5-oxo-quinoline), Cl.C1(=CC=CC=C1)C1(CCNCC1)C1=CC=CC=C1 (4,4-diphenylpiperidine hydrochloride), [I-].[Na+] (sodium iodide), C([O-])([O-])=O.[Na+].[Na+] (sodium carbonate). Run in CC(=O)C (acetone). Yields the product C1(=CC=CC=C1)C1(CCN(CC1)CCCCCC(=O)C1=C(NC=2CCCC(C2C1C1=CC(=CC=C1)[N+](=O)[O-])=O)C)C1=CC=CC=C1 (3-[6-(4,4-diphenyl-1-piperidinyl)hexanoyl]1,4,5,6,7,8-hexahydro-2-methyl-4-(3-nitrophenyl)5-oxo-quinoline). RXN SMILES: Cl[CH2:2][CH2:3][CH2:4][CH2:5][CH2:6][C:7]([C:9]1[CH:18]([C:19]2[CH:24]=[CH:23][CH:22]=[C:21]([N+:25]([O-:27])=[O:26])[CH:20]=2)[C:17]2[C:16](=[O:28])[CH2:15][CH2:14][CH2:13][C:12]=2[NH:11][C:10]=1[CH3:29])=[O:8].Cl.[C:31]1([C:37]2([C:43]3[CH:48]=[CH:47][CH:46]=[CH:45][CH:44]=3)[CH2:42][CH2:41][NH:40][CH2:39][CH2:38]2)[CH:36]=[CH:35][CH:34]=[CH:33][CH:32]=1.[I-].[Na+].C(=O)([O-])[O-].[Na+].[Na+]>CC(C)=O>[C:31]1([C:37]2([C:43]3[CH:48]=[CH:47][CH:46]=[CH:45][CH:44]=3)[CH2:38][CH2:39][N:40]([CH2:2][CH2:3][CH2:4][CH2:5][CH2:6][C:7]([C:9]3[CH:18]([C:19]4[CH:24]=[CH:23][CH:22]=[C:21]([N+:25]([O-:27])=[O:26])[CH:20]=4)[C:17]4[C:16](=[O:28])[CH2:15][CH2:14][CH2:13][C:12]=4[NH:11][C:10]=3[CH3:29])=[O:8])[CH2:41][CH2:42]2)[CH:32]=[CH:33][CH:34]=[CH:35][CH:36]=1 |f:1.2,3.4,5.6.7|. Procedure: 6.6 g (16 mmol) 3-(6-chlorohexanoyl)-1,4,5,6,7,8,-hexahydro-2-methyl-4-(3-nitrophenyl) 5-oxo-quinoline and 9 g( 32 mmol) 4,4-diphenylpiperidine hydrochloride are boiled under reflux with 2.5 g (16 mmol) sodium iodide and 7 g (66 mmol) sodium carbonate in 150 ml acetone for 6 days. The mixture is filtered and concentrated, and the residue is taken up in 150 ml ethyl acetate. The mixture is extracted by shaking with 40 ml sodium thiosulphate solution (5%). The organic phase is dried over magnesium... The reactants are CC1=CC=C(C=C1)S(=O)(=O)NN (4-methylbenzenesulfonohydrazide), O1CCC(CC1)=O (dihydro-2H-pyran-4(3H)-one). Product: CC1=CC=C(C=C1)S(=O)(=O)NN=C1CCOCC1 (4-methyl-N′-(2H-pyran-4(3H,5H,6H)-ylidene)benzenesulfonohydrazide). Isolated yield 40.2%. As a reaction SMILES: [CH3:1][C:2]1[CH:7]=[CH:6][C:5]([S:8]([NH:11][NH2:12])(=[O:10])=[O:9])=[CH:4][CH:3]=1.[O:13]1[CH2:18][CH2:17][C:16](=O)[CH2:15][CH2:14]1>>[CH3:1][C:2]1[CH:7]=[CH:6][C:5]([S:8]([NH:11][N:12]=[C:16]2[CH2:17][CH2:18][O:13][CH2:14][CH2:15]2)(=[O:10])=[O:9])=[CH:4][CH:3]=1. Reported procedure: A solution of 4-methylbenzenesulfonohydrazide (819 mg, 4.4 mmol) and dihydro-2H-pyran-4(3H)-one (487 μl, 5.28 mmol) was stirred in a Dean-Stark apparatus at 120° C. for 24 hours. The reaction mixture was cooled and evaporated at reduced pressure. The residue was purified by chromatography using a gradient of dichloromethane/ethyl acetate=100:0 to 80:20 as the eluent to give the 4-methyl-N′-(2H-pyran-4(3H,5H,6H)-ylidene)benzenesulfonohydrazide (475 mg, 40% yield) as an off white solid. MS (ISP): ...